From a dataset of the Open Reaction Database (ORD), a public repository of structured organic reaction records. describe an organic reaction: reactants, conditions, products, and yield Reaction conditions: temperature 0 celsius. Reported procedure: A solution of sodium nitrite (12.0 g) in water was added to a stirred suspension of 2,6-dichloro-3-methylaniline (30.0 g) in a mixture of glacial acetic acid and concentrated hydrochloric acid. While maintaining the temperature below 10° C. The mixture was stirred at 0° C. for three quarters of an hour then added to a mixture of dimethyl disulphide (20 ml) and copper powder (0.25 g) in glacial acetic acid. The mixture was stirred for 4 hours and extracted with ether. The organic layer was washed... Reagents/catalysts: [Cu] (copper). Run in C(C)(=O)O (acetic acid), O (water), C(C)(=O)O (acetic acid). Product: ClC1=C(C=CC(=C1SC)Cl)C (2,4-dichloro-3-(methylsulphenyl)toluene). RXN SMILES: N([O-])=O.[Na+].[Cl:5][C:6]1[C:12]([CH3:13])=[CH:11][CH:10]=[C:9]([Cl:14])[C:7]=1N.Cl.[CH3:16][S:17]SC>O.C(O)(=O)C.[Cu]>[Cl:5][C:6]1[C:7]([S:17][CH3:16])=[C:9]([Cl:14])[CH:10]=[CH:11][C:12]=1[CH3:13] |f:0.1|. Starting materials: CSSC (dimethyl disulphide), N(=O)[O-].[Na+] (sodium nitrite), ClC1=C(N)C(=CC=C1C)Cl (2,6-dichloro-3-methylaniline), Cl (hydrochloric acid). The reactants are C(CCC)OCCOC1=CC=C(C=C1)C=1C=CC2=C(C=C(CCN2CCC)C(=O)O)C1 (7-[4-(2-butoxyethoxy)phenyl]-1-propyl-2,3-dihydro-1-benzazepine-4-carboxylic acid), CN(C)C=O (DMF), N1=CC(=CC=C1)CSC1=CC=C(C=N1)N (6-[(3-pyridinylmethyl)sulfanyl]-3-pyridinylamine), S(=O)(Cl)Cl (thionyl chloride). Solvent: C1CCOC1 (THF), C1CCOC1 (THF), C(C)N(CC)CC (triethylamine), O (water). Run at time 1 hour. Yields the product C(CCC)OCCOC1=CC=C(C=C1)C=1C=CC2=C(C=C(CCN2CCC)C(=O)NC=2C=NC(=CC2)SCC=2C=NC=CC2)C1 (7-[4-(2-butoxyethoxy)phenyl]-1-propyl-N-[6-[(3-pyridinylmethyl)sulfanyl]-3-pyridinyl]-2,3-dihydro-1-benzazepine-4-carboxamide). The yield is 25.0%. As a reaction SMILES: [CH2:1]([O:5][CH2:6][CH2:7][O:8][C:9]1[CH:14]=[CH:13][C:12]([C:15]2[CH:16]=[CH:17][C:18]3[N:24]([CH2:25][CH2:26][CH3:27])[CH2:23][CH2:22][C:21]([C:28](O)=[O:29])=[CH:20][C:19]=3[CH:31]=2)=[CH:11][CH:10]=1)[CH2:2][CH2:3][CH3:4].CN(C=O)C.S(Cl)(Cl)=O.[N:41]1[CH:46]=[CH:45][CH:44]=[C:43]([CH2:47][S:48][C:49]2[N:54]=[CH:53][C:52]([NH2:55])=[CH:51][CH:50]=2)[CH:42]=1>C1COCC1.O.C(N(CC)CC)C>[CH2:1]([O:5][CH2:6][CH2:7][O:8][C:9]1[CH:10]=[CH:11][C:12]([C:15]2[CH:16]=[CH:17][C:18]3[N:24]([CH2:25][CH2:26][CH3:27])[CH2:23][CH2:22][C:21]([C:28]([NH:55][C:52]4[CH:53]=[N:54][C:49]([S:48][CH2:47][C:43]5[CH:42]=[N:41][CH:46]=[CH:45][CH:44]=5)=[CH:50][CH:51]=4)=[O:29])=[CH:20][C:19]=3[CH:31]=2)=[CH:13][CH:14]=1)[CH2:2][CH2:3][CH3:4]. Procedure details: In THF (50 ml) was dissolved 7-[4-(2-butoxyethoxy)phenyl]-1-propyl-2,3-dihydro-1-benzazepine-4-carboxylic acid (2.5 g), and DMF (5 droplets) was added to the mixture, thionyl chloride (0.86 ml) was added to the mixture, and the mixture was stirred at room temperature for 1 hour. The solution was added dropwise to a solution of 6-[(3-pyridinylmethyl)sulfanyl]-3-pyridinylamine (1.41 g) and triethylamine (12.3 ml) in THF (42.3 ml) under ice-cooling, and the mixture was stirred for 2 hours at room t... Reactants: NC1=C(C2=C(S1)C=CC=C2)C(=O)OCC (ethyl 2-aminobenzo[b]thiophene-3-carboxylate), Cl (hydrochloric acid), ClC1=CC(=C(NC2=C(C3=C(S2)C=CC=C3)C(=O)OCC)C=C1Cl)[N+](=O)[O-] (ethyl 2-(4,5-dichloro-2-nitroanilino)benzo[b]thiophene-3-carboxylate), ClC1=C(C=C(C(=C1)Cl)Cl)[N+](=O)[O-] (2,4,5-trichloronitrobenzene), crude crystals, O.O.[Sn](Cl)Cl (tin(II) chloride-dihydrate). Run in CS(=O)C (dimethyl sulfoxide), C(C)O (ethanol). Product: NC1=C(NC2=C(C3=C(S2)C=CC=C3)C(=O)OCC)C=C(C(=C1)Cl)Cl (ethyl 2-(2-amino-4,5-dichloroanilino)benzo[b]thiophene-3-carboxylate). RXN SMILES: NC1SC2C=CC=CC=2C=1C(OCC)=O.ClC1C=C(Cl)C(Cl)=CC=1[N+]([O-])=O.[Cl:28][C:29]1[C:49]([Cl:50])=[CH:48][C:32]([NH:33][C:34]2[S:38][C:37]3[CH:39]=[CH:40][CH:41]=[CH:42][C:36]=3[C:35]=2[C:43]([O:45][CH2:46][CH3:47])=[O:44])=[C:31]([N+:51]([O-])=O)[CH:30]=1.Cl.O.O.[Sn](Cl)Cl>C(O)C.CS(C)=O>[NH2:51][C:31]1[CH:30]=[C:29]([Cl:28])[C:49]([Cl:50])=[CH:48][C:32]=1[NH:33][C:34]1[S:38][C:37]2[CH:39]=[CH:40][CH:41]=[CH:42][C:36]=2[C:35]=1[C:43]([O:45][CH2:46][CH3:47])=[O:44] |f:4.5.6|. Procedure details: In the same manner as in Starting Material Synthesis Example 4 and using ethyl 2-aminobenzo[b]thiophene-3-carboxylate (6.0 g), 2,4,5-trichloronitrobenzene (6.8 g) and dimethyl sulfoxide (70 ml), crude crystals (10.3 g) of ethyl 2-(4,5-dichloro-2-nitroanilino)benzo[b]thiophene-3-carboxylate were obtained. Without purification, in the same manner as in Starting Material Synthesis Example 21 and using ethanol (100 ml), 18%hydrochloric acid (100 ml) and tin(II) chloride-dihydrate (22.8 g), ethyl 2-(... Reactants: C[Mg]Br (methyl magnesium bromide), C(C1=CC=CC=C1)N1CCC(CC1)=O (1-benzyl-4-piperidone), [Cl-].[NH4+] (ammonium chloride). Solvent: CCOCC (ether), C1CCOC1 (THF). Run at time 0.5 hour. Product: C(C1=CC=CC=C1)N1CCC(CC1)(O)C (1-Benzyl-4-methyl-piperidin-4-ol). Reaction SMILES: [CH2:1]([N:8]1[CH2:13][CH2:12][C:11](=[O:14])[CH2:10][CH2:9]1)[C:2]1[CH:7]=[CH:6][CH:5]=[CH:4][CH:3]=1.[CH3:15][Mg]Br.[Cl-].[NH4+]>C1COCC1.CCOCC>[CH2:1]([N:8]1[CH2:13][CH2:12][C:11]([CH3:15])([OH:14])[CH2:10][CH2:9]1)[C:2]1[CH:3]=[CH:4][CH:5]=[CH:6][CH:7]=1 |f:2.3|. Procedure details: A solution of 1-benzyl-4-piperidone (26.5 mmol, 5 g) in THF (50 mL) was cooled to −15° C. and a solution of methyl magnesium bromide in ether (3 M, 22 mL) was added. The mixture was stirred for 0.5 hours then allowed to warm to room temperature. Saturated aqueous ammonium chloride (50 mL) was added and the products were extracted into ethyl acetate, dried over magnesium sulphate, filtered and the solvent removed by evaporation under vacuum to give the title compound as a pale yellow solid (5.0 g...